From a dataset of the Open Reaction Database (ORD), a public repository of structured organic reaction records. describe an organic reaction: reactants, conditions, products, and yield Reactants: C[Si]([Si](C)(C)C)(C)C.[Li] (lithium hexamethyl disilane), O.NN (Hydrazine monohydrate), S1C2=C(C=C1)C(CC2)=O (5,6-Dihydro-cyclopenta[b]thiophen-4-one), ClC1=CC(=CC(=C1)N=C=S)Cl (1,3-Dichloro-5-isothiocyanato-benzene). Run in C(C)(=O)O (acetic acid), C1CCOC1 (THF), O (water). Run at time 8 hour. Yields the product ClC=1C=C(C=C(C1)Cl)NC1=NNC2=C1CC=1SC=CC21 ((3,5-Dichloro-phenyl)-(4,7-dihydro-1-thia-4,5-diaza-cyclopenta[a]pentalen-6-yl)-amine). Isolated yield 30.0%. Reaction SMILES: [S:1]1[CH:5]=[CH:4][C:3]2[C:6](=O)[CH2:7][CH2:8][C:2]1=2.[Cl:10][C:11]1[CH:16]=[C:15]([N:17]=[C:18]=S)[CH:14]=[C:13]([Cl:20])[CH:12]=1.C[Si](C)(C)[Si](C)(C)C.[Li].O.[NH2:31][NH2:32]>C1COCC1.O.C(O)(=O)C>[Cl:10][C:11]1[CH:16]=[C:15]([NH:17][C:18]2[C:7]3[CH2:8][C:2]4[S:1][CH:5]=[CH:4][C:3]=4[C:6]=3[NH:32][N:31]=2)[CH:14]=[C:13]([Cl:20])[CH:12]=1 |f:2.3,4.5,^1:28|. Procedure details: A mixture of 5,6-Dihydro-cyclopenta[b]thiophen-4-one (1.0 g, 7.4 mmol) and 1,3-Dichloro-5-isothiocyanato-benzene (1.2 g, 7.4 mmol) in THF (2.0 mL) was added to lithium hexamethyl disilane (7.0 mL, 7.2 mmol) dropwise at room temperature. The reaction mixture was stirred for 8 hr. Hydrazine monohydrate (0.4 mL, 7.9 mmol) and glacial acetic acid (0.5 mL) were added to the reaction mixture, which was then heated at the reflux temperature for 24 hr. The resulting mixture was added to water (30 mL) an... Procedure details: The N-[3-(2-methylpiperidin-1-yl)propyl]-4-nitro-1-aminobenzene (17) obtained above was reduced with a boiling zinc/ammonium chloride/water/ethanol mixture. The corresponding amine was isolated in dihydrochloride form. As a reaction SMILES: [CH3:1][CH:2]1[CH2:7][CH2:6][CH2:5][CH2:4][N:3]1[CH2:8][CH2:9][CH2:10][NH:11][C:12]1[CH:17]=[CH:16][C:15]([N+:18]([O-])=O)=[CH:14][CH:13]=1.C1(N)C(F)=C(F)C(F)=C(N)C=1F.[ClH:33].Cl>[Zn].[Cl-].[NH4+].O.C(O)C>[ClH:33].[ClH:33].[CH3:1][CH:2]1[CH2:7][CH2:6][CH2:5][CH2:4][N:3]1[CH2:8][CH2:9][CH2:10][NH:11][C:12]1[CH:13]=[CH:14][C:15]([NH2:18])=[CH:16][CH:17]=1 |f:1.2.3,4.5.6.7.8,9.10.11|. The reagents and catalysts are [Zn].[Cl-].[NH4+].O.C(C)O (zinc ammonium chloride water ethanol). The reactants are C1(=C(C(=C(C(=C1F)F)F)N)F)N.Cl.Cl (dihydrochloride), CC1N(CCCC1)CCCNC1=CC=C(C=C1)[N+](=O)[O-] (N-[3-(2-Methylpiperidin-1-yl)propyl]-4-nitro-1-aminobenzene). The product is Cl.Cl.CC1N(CCCC1)CCCNC1=CC=C(C=C1)N (N-[3-(2-methylpiperidin-1-yl)propyl]benzene-1,4-diamine Dihydrochloride). Reactants: F[C@H]1C([C@]2(C)[C@@H](C1)[C@@H]1C([C@@H](C3=CC(C[C@H]([C@]3(C)[C@H]1CC2)C)=O)C)=C)=O (16α-fluoro-1β,6α-dimethyl-7-methylenandrost-4-ene-3,17-dione), ClC1=C(C(C(=C(C1=O)C#N)C#N)=O)Cl (dichlorodicyanobenzoquinone). Run in O1CCOCC1 (dioxane). The product is F[C@H]1C([C@]2(C)[C@@H](C1)[C@@H]1C([C@@H](C3=CC(C=C([C@]3(C)[C@H]1CC2)C)=O)C)=C)=O (16α-fluoro-1,6α-dimethyl-7-methylenandrosta-1,4-diene-3,17-dione). Yield: 64.9%. As a reaction SMILES: [F:1][C@@H:2]1[CH2:7][C@H:6]2[C@H:8]3[C@H:18]([CH2:19][CH2:20][C@:4]2([CH3:5])[C:3]1=[O:25])[C@:16]1([CH3:17])[C:11](=[CH:12][C:13](=[O:22])[CH2:14][C@H:15]1[CH3:21])[C@@H:10]([CH3:23])[C:9]3=[CH2:24].ClC1C(=O)C(C#N)=C(C#N)C(=O)C=1Cl>O1CCOCC1>[F:1][C@@H:2]1[CH2:7][C@H:6]2[C@H:8]3[C@H:18]([CH2:19][CH2:20][C@:4]2([CH3:5])[C:3]1=[O:25])[C@:16]1([CH3:17])[C:11](=[CH:12][C:13](=[O:22])[CH:14]=[C:15]1[CH3:21])[C@@H:10]([CH3:23])[C:9]3=[CH2:24]. Reported procedure: A mixture of 16α-fluoro-1β,6α-dimethyl-7-methylenandrost-4-ene-3,17-dione (344 mg) and dichlorodicyanobenzoquinone (363 mg) in dioxane (20 ml) is refluxed for about 15 hours. Then the resulting suspension is cooled, the precipitate filtered off and the filtrate evaporated in vacuo. The residue is dissolved in ethyl acetate, the organic layer washed with water, dried over sodium sulfate and the solvent removed under vacuum. The crude product is chromatographed on silica gel using hexane/ethyl ace... The reactants are ClC=1C=C(C=C(C1)Cl)NCC(=O)N1CC(CCCC1)N(C=1C2=C(N=CN1)NC=C2)C (2-(3,5-dichloro-phenylamino)-1-{3-[methyl-(7H-pyrrolo[2,3-d]pyrimidin-4-yl)-amino]-azepan-1-yl}-ethanone), CO (MeOH). Solvent: C(Cl)Cl (CH2Cl2). The product is ClC=1C=C(C=C(C1)Cl)NCC(=O)N1C2C(CC(C1)C2)N(C=2C1=C(N=CN2)NC=C1)C (2-(3,5-dichlorophenylamino)-1-(6-(N-methyl-N-(7H-pyrrolo[2,3-d]pyrimidin-4-yl)amino)-2-aza-bicyclo[2.2.1]heptan-2-yl)ethanone). RXN SMILES: [Cl:1][C:2]1[CH:3]=[C:4]([NH:9][CH2:10][C:11]([N:13]2[CH2:19][CH2:18][CH2:17][CH2:16][CH:15]([N:20]([CH3:30])[C:21]3[C:22]4[CH:29]=[CH:28][NH:27][C:23]=4[N:24]=[CH:25][N:26]=3)[CH2:14]2)=[O:12])[CH:5]=[C:6]([Cl:8])[CH:7]=1.CO>C(Cl)Cl>[Cl:1][C:2]1[CH:3]=[C:4]([NH:9][CH2:10][C:11]([N:13]2[CH2:19][CH:18]3[CH2:17][CH:14]2[CH:15]([N:20]([CH3:30])[C:21]2[C:22]4[CH:29]=[CH:28][NH:27][C:23]=4[N:24]=[CH:25][N:26]=2)[CH2:16]3)=[O:12])[CH:5]=[C:6]([Cl:8])[CH:7]=1. Reported procedure: A similar procedure was used as describe for the synthesis of 2-(3,5-dichloro-phenylamino)-1-{3-[methyl-(7H-pyrrolo[2,3-d]pyrimidin-4-yl)-amino]-azepan-1-yl}-ethanone to afford a residue which was subjected to column chromatography (silica gel, gradient MeOH in CH2Cl2) to afford (60 mg 45%) of the titled compound. 1H NMR (DMSO-d6, 400 MHz): 11.70 and 11.62 (2s, 1H), 8.20 and 8.12 (2s, 1H), 7.18-7.06 (m, 1H), 6.64 and 6.58 (2s, 2H), 6.62 and 6.54 (2s, 1H), 6.36-6.24 (m, 2H), 4.68 and 4.62 (2s, 1H... The reactants are C(C)(=O)NC=1SC2=C(N1)C=CC(=C2)CCBr (1-(2-Acetylamino-benzothiazol-6-yl)-2-bromo-ethane), C(C1=CC=CC=C1)C1CCNCC1 (4- benzylpiperidin), C(=O)([O-])[O-].[K+].[K+] (K2CO3). Solvent: COCCOC (DME), C(C)OC(C)=O (ethylacetate). The product is NC=1SC2=C(N1)C=CC(=C2)CCN2CCC(CC2)CC2=CC=CC=C2 (1-(2-Amino-benzothiazol-6-yl)-2-(4-benzyl-piperidin-1-yl)-ethane). Isolated yield 67.0%. RXN SMILES: C([NH:4][C:5]1[S:6][C:7]2[CH:13]=[C:12]([CH2:14][CH2:15]Br)[CH:11]=[CH:10][C:8]=2[N:9]=1)(=O)C.[CH2:17]([CH:24]1[CH2:29][CH2:28][NH:27][CH2:26][CH2:25]1)[C:18]1[CH:23]=[CH:22][CH:21]=[CH:20][CH:19]=1.C([O-])([O-])=O.[K+].[K+]>COCCOC.C(OC(=O)C)C>[NH2:4][C:5]1[S:6][C:7]2[CH:13]=[C:12]([CH2:14][CH2:15][N:27]3[CH2:28][CH2:29][CH:24]([CH2:17][C:18]4[CH:23]=[CH:22][CH:21]=[CH:20][CH:19]=4)[CH2:25][CH2:26]3)[CH:11]=[CH:10][C:8]=2[N:9]=1 |f:2.3.4|. Reported procedure: A solution of 3 g of 1-(2-Acetylamino-benzothiazol-6-yl)-2-bromo-ethane and 1.95 g of 4- benzylpiperidin and 3.5 g of K2CO3 in 20 ml of DME was heated at 75° C. for 2 hours. The solution was diluted with ethylacetate and washed with brine, after removal of the solvent the residue was heated at reflux in 50 ml of ethanol containing 5 ml of 5 M NaOH for 1 hour. The solvent was evaporated and the residue taken up in ethylacetate was washed with brine and dried. After removal of the solvent, the rea... Reactants: CC(=O)C=1C=CC(=CC1O)O (2,4-dihydroxyacetophenone), C(#N)C1=CC=C(C=C1)C(C1CO1)OC(C1CO1)C1=CC=C(C=C1)C#N (p-cyano-phenylglycidyl ether), [OH-].C(C1=CC=CC=C1)[N+](C)(C)C (benzyltrimethyl-ammonium hydroxide), solution. Solvent: C(C)OCCO (2-ethoxyethanol). The product is C(C)(=O)C1=C(C=C(OCC(COC2=CC=C(C=C2)C#N)O)C=C1)O (1-(4-acetyl-3-hydroxy-phenoxy)- 2-hydroxy-3-(p-cyanophenoxy) propane). Reaction SMILES: [CH3:1][C:2]([C:4]1[CH:5]=[CH:6][C:7]([OH:11])=[CH:8][C:9]=1[OH:10])=[O:3].C(C1C=CC([CH:20]([O:24]C(C2C=CC(C#N)=CC=2)C2OC2)[CH:21]2[O:23][CH2:22]2)=CC=1)#N.[OH-].[CH2:38]([N+:45](C)(C)C)[C:39]1[CH:44]=[CH:43][CH:42]=[CH:41][CH:40]=1>C(OCCO)C>[C:2]([C:4]1[CH:5]=[CH:6][C:7]([O:11][CH2:22][CH:21]([OH:23])[CH2:20][O:24][C:42]2[CH:43]=[CH:44][C:39]([C:38]#[N:45])=[CH:40][CH:41]=2)=[CH:8][C:9]=1[OH:10])(=[O:3])[CH3:1] |f:2.3|. Procedure: A solution of 2,4-dihydroxyacetophenone (15.2 g), p-cyano-phenylglycidyl ether (17.5 g) and benzyltrimethyl-ammonium hydroxide (10 drops of a 40% solution) in 2-ethoxyethanol (75 ml) was heated under relux for 48 hours. The solvent was then removed under reduced pressure to give a beige solid. This was triturated with a little ether and filtered to give a pale beige powder, (28.6 g). Recrystallization from ethanol yielded 1-(4-acetyl-3-hydroxy-phenoxy)- 2-hydroxy-3-(p-cyanophenoxy) propane as wh...